From a dataset of the Open Reaction Database (ORD), a public repository of structured organic reaction records. describe an organic reaction: reactants, conditions, products, and yield Starting materials: [Li+].CC(C)[N-]C(C)C (LDA), C1C(CCC2=CC=CC=C12)=O (2-tetralone), C1CCOC1 (THF), C(C)Br (ethyl bromide). Run in C1CCCCC1 (cyclohexane). Run at time 24 hour. The product is O=C1C(C2=CC=CC=C2CC1)(CC=C)CC=C (1,2,3,4-tetrahydro-2-oxo-1,1-di-(2-propenyl)naphthalene). RXN SMILES: [CH2:1]1[C:10]2[C:5](=[CH:6][CH:7]=[CH:8][CH:9]=2)[CH2:4][CH2:3][C:2]1=[O:11].[Li+].[CH3:13][CH:14]([N-]C(C)C)[CH3:15].C(Br)C.[CH2:23]1[CH2:27]OC[CH2:24]1>C1CCCCC1>[O:11]=[C:2]1[CH2:3][CH2:4][C:5]2[C:10](=[CH:9][CH:8]=[CH:7][CH:6]=2)[C:1]1([CH2:27][CH:23]=[CH2:24])[CH2:15][CH:14]=[CH2:13] |f:1.2|. Procedure: To a solution of 7.3 g (50 mmol) 2-tetralone in 75 ml THF in a three-neck round-bottomed flask, equipped with a gas inlet and septum, was added 36.7 mL LDA (55 mmol, 1.5M in cyclohexane, at -30° C. under a nitrogen atmosphere. The solution was allowed to warm to 0° C. over a thirty-minute period and 5.6 mL (65 mmol) ethyl bromide was added. TLC analysis was used to monitor the reaction. After stirring for 24 hours at room temperature, the reaction mixture was quenched with 10% sodium bisulfate t... Starting materials: C=C[C@H]1CN2CC[C@H]1C[C@H]2[C@@H](C3=CC=NC4=CC=CC=C34)O (L-cinchonidine), C1(CCCCC1)C(C(=O)O)(C=1SC=CC1)O (cyclohexyl-hydroxy-thiophen-2-yl-acetic acid). Run in C1(=CC=CC=C1)C (toluene). Conditions: temperature 65 celsius. The product is C1(CCCCC1)[C@](C(=O)O)(C=1SC=CC1)O ((S)-Cyclohexyl-hydroxy-thiophen-2-yl-acetic acid), C=C[C@H]1CN2CC[C@H]1C[C@H]2[C@@H](C3=CC=NC4=CC=CC=C34)O (L-cinchonidine). Reaction SMILES: [CH2:1]=[CH:2][C@@H:3]1[C@@H:8]2[CH2:9][C@@H:10]([C@H:11]([OH:22])[C:12]3[C:21]4[C:16](=[CH:17][CH:18]=[CH:19][CH:20]=4)[N:15]=[CH:14][CH:13]=3)[N:5]([CH2:6][CH2:7]2)[CH2:4]1.[CH:23]1([C:29]([OH:38])([C:33]2[S:34][CH:35]=[CH:36][CH:37]=2)[C:30]([OH:32])=[O:31])[CH2:28][CH2:27][CH2:26][CH2:25][CH2:24]1>C1(C)C=CC=CC=1>[CH:23]1([C@@:29]([OH:38])([C:33]2[S:34][CH:35]=[CH:36][CH:37]=2)[C:30]([OH:32])=[O:31])[CH2:28][CH2:27][CH2:26][CH2:25][CH2:24]1.[CH2:1]=[CH:2][C@@H:3]1[C@@H:8]2[CH2:9][C@@H:10]([C@H:11]([OH:22])[C:12]3[C:21]4[C:16](=[CH:17][CH:18]=[CH:19][CH:20]=4)[N:15]=[CH:14][CH:13]=3)[N:5]([CH2:6][CH2:7]2)[CH2:4]1. Reported procedure: L-cinchonidine (30.2 g, 0.103 mol) is added to crude cyclohexyl-hydroxy-thiophen-2-yl-acetic acid (49.3 g, 103 mol assuming 50% purity of crude) followed by toluene (2.2 litres) and the mixture is heated to reflux for 70 minutes. The resulting solution is allowed to cool slowly and at 65° C., the solution is seeded. After further cooling to 40° C., the solution is placed in the fridge overnight. The resulting solid is filtered, washed with toluene and dried in vacuo. The recrystallisation proces... Yields the product C(C)(C)(C)N1N=CC(=C(C1=O)Cl)OCC1=CC=C(C=C1)OC(CO)CC ((±)-2-tert-butyl-4-chloro-5-(4-(1-hydroxy-but-2-oxy)benzyl)oxy-3(2H)-pyridazinone). The reactants are C(C)(C)(C)N1N=CC(=C(C1=O)Cl)OCC1=CC=C(C=C1)OC(CC(C)(C)C)CCO[SiH](C)C ((±)-2-tert-butyl 4-chloro 5-(4-(1-tertbutyldimethylsilyloxy but-2-oxy) benzyl)oxy 3(2H)-pyridazinone), O1CCCC1 (tetrahydrofuran), [F-].C(CCC)[N+](CCCC)(CCCC)CCCC (tetrabutylammonium fluoride). Procedure: To the product of Example 3D (0.3 g, 0.6 mmol) in a 10 mL round bottom flask was added tetrahydrofuran (2 mL). Upon solution, tetrabutylammonium fluoride (1.8 mmol, 1.8 mL, 1 M solution in THF) was added and the reaction mixture was stirred for 90 minutes. The contents were then concentrated under reduced pressure and the crude mixture purified by flash chromatography using silica gel (hexanes:ethyl acetate) to obtain 185 mg (80%) of pure desired product. 1H (CDCl3) δ (ppm): 7.74 (s, 1H), 7.3 (d... Isolated yield 80.0%. As a reaction SMILES: [C:1]([N:5]1[C:10](=[O:11])[C:9]([Cl:12])=[C:8]([O:13][CH2:14][C:15]2[CH:20]=[CH:19][C:18]([O:21][CH:22]([CH2:28][CH2:29]O[SiH](C)C)[CH2:23]C(C)(C)C)=[CH:17][CH:16]=2)[CH:7]=[N:6]1)([CH3:4])([CH3:3])[CH3:2].[F-].C([N+](CCCC)(CCCC)CCCC)CCC.[O:52]1CCCC1>>[C:1]([N:5]1[C:10](=[O:11])[C:9]([Cl:12])=[C:8]([O:13][CH2:14][C:15]2[CH:16]=[CH:17][C:18]([O:21][CH:22]([CH2:28][CH3:29])[CH2:23][OH:52])=[CH:19][CH:20]=2)[CH:7]=[N:6]1)([CH3:4])([CH3:2])[CH3:3] |f:1.2|. Conditions: time 90 minute. The reactants are C(C)N1N=C(N=N1)N (2-ethyl-2H-tetrazol-5-ylamine), N1=CC=CC=C1 (pyridine), C1(=CC=CC=C1)OC(=O)Cl (phenylchloroformate). The solvent is C1CCOC1 (THF), C1CCOC1 (THF). Reaction conditions: time 1.5 hour. Product: C1(=CC=CC=C1)OC(NC=1N=NN(N1)CC)=O ((2-Ethyl-2H-tetrazol-5-yl)-carbamic acid phenyl ester). Reaction SMILES: [CH2:1]([N:3]1[N:7]=[N:6][C:5]([NH2:8])=[N:4]1)[CH3:2].N1C=CC=CC=1.[C:15]1([O:21][C:22](Cl)=[O:23])[CH:20]=[CH:19][CH:18]=[CH:17][CH:16]=1>C1COCC1>[C:15]1([O:21][C:22](=[O:23])[NH:8][C:5]2[N:6]=[N:7][N:3]([CH2:1][CH3:2])[N:4]=2)[CH:20]=[CH:19][CH:18]=[CH:17][CH:16]=1. Reported procedure: A solution of 2-ethyl-2H-tetrazol-5-ylamine (0.1 g, 0.88 mmol) in dry THF (2 ml) is treated with pyridine (0.09 ml, 1.10 mmol) followed by a solution of phenylchloroformate (0.11 ml, 0.911 mmol) in THF (1 ml). The reaction mixture is stirred at ambient temperature for 1.5 hours, then partitioned between ethylacetate and water. The ethylacetate phase is dried over magnesium sulphate and evaporated to afford (2-Ethyl-2H-tetrazol-5-yl)-carbamic acid phenyl ester as a white solid. 1H NMR (CDCl3, 400... Reactants: S(=O)(=O)(Cl)Cl (sulphuryl chloride), C1(CC1)C(CC(=O)OCC)=O (ethyl 3-cyclopropyl-3-oxopropanoate). The solvent is ClCCl (dichloromethane). Reaction conditions: time 2 hour. The product is ClC(C(=O)OCC)C(=O)C1CC1 (Ethyl 2-chloro-3-cyclopropyl-3-oxopropanoate). RXN SMILES: S(Cl)([Cl:4])(=O)=O.[CH:6]1([C:9](=[O:16])[CH2:10][C:11]([O:13][CH2:14][CH3:15])=[O:12])[CH2:8][CH2:7]1>ClCCl>[Cl:4][CH:10]([C:9]([CH:6]1[CH2:8][CH2:7]1)=[O:16])[C:11]([O:13][CH2:14][CH3:15])=[O:12]. Procedure: 3.1 ml of sulphuryl chloride (38.2 mmol, 1.05 equivalents) were initially charged in 21 ml of dichloromethane, and 5.68 g of ethyl 3-cyclopropyl-3-oxopropanoate (36.4 mmol) were added dropwise on a water bath. The reaction mixture was stirred at RT for 2 h and then washed with water, 5% strength aqueous sodium bicarbonate solution and saturated aqueous sodium chloride solution, dried over magnesium sulphate and concentrated. The crude product (6.8 g) was used without further purification for the... Starting materials: IC1=C2C=CC(=NC2=CC=C1)Cl (5-iodo-2-chloroquinoline), COC1=CC=C2CCC(C2=C1)N (6-methoxyindan-1-ylamine), O=S1(CC(CC1)N)=O (1,1-dioxido-tetrahydrothien-3-ylamine). Yields the product O=S1(CC(CC1)NC=1C=2C=CC(=NC2C=CC1)NC1CCC2=CC=C(C=C12)OC)=O (rac-N5-(1,1-Dioxo-tetrahydro-thiophen-3-yl)-N2-(6-methoxy-indan-1-yl)-quinoline-2,5-diamine). RXN SMILES: I[C:2]1[CH:11]=[CH:10][CH:9]=[C:8]2[C:3]=1[CH:4]=[CH:5][C:6](Cl)=[N:7]2.[CH3:13][O:14][C:15]1[CH:23]=[C:22]2[C:18]([CH2:19][CH2:20][CH:21]2[NH2:24])=[CH:17][CH:16]=1.[O:25]=[S:26]1(=[O:32])[CH2:30][CH2:29][CH:28]([NH2:31])[CH2:27]1>>[O:25]=[S:26]1(=[O:32])[CH2:30][CH2:29][CH:28]([NH:31][C:2]2[C:3]3[CH:4]=[CH:5][C:6]([NH:24][CH:21]4[C:22]5[C:18](=[CH:17][CH:16]=[C:15]([O:14][CH3:13])[CH:23]=5)[CH2:19][CH2:20]4)=[N:7][C:8]=3[CH:9]=[CH:10][CH:11]=2)[CH2:27]1. Reported procedure: The title compound, MS: m/e=424.3 (M+H+), was prepared in accordance with the general method of example 1 from 5-iodo-2-chloroquinoline, 6-methoxyindan-1-ylamine (CAS 103028-81-5) and 1,1-dioxido-tetrahydrothien-3-ylamine. Reactants: CC1(OC2=C(O1)C(=C1C(OC(O1)(C)C)=C2)C(O)(C2=C1C(SC(S1)(C)C)=CC1=C2SC(S1)(C)C)C1=C2C(OC(O2)(C)C)=CC2=C1OC(O2)(C)C)C (Bis-(2,2,6,6-tetramethylbenzo[1,2-d:4,5-d']-bis(1,3)dioxol-4-yl)-mono-(2,2,6,6-tetramethyl benzo[1,2-d:4,5-d']-bis(1,3)dithiol-4-yl)methanol), C(=O)=O (carbon dioxide), CN(C)CCN(C)C (TMEDA), C(C)(C)(C)[Li] (t-butyllithium). Run in C1CCCCC1 (cyclohexane), CCOCC (ether). Conditions: time 20 minute. Yields the product C(=O)(O)C1=C2OC(OC2=C(C=2OC(OC21)(C)C)C(O)(C2=C1C(SC(S1)(C)C)=C(C1=C2SC(S1)(C)C)C(=O)O)C1=C2C(OC(O2)(C)C)=C(C2=C1OC(O2)(C)C)C(=O)O)(C)C (Bis-(8-carboxy-2,2,6,6-tetramethylbenzo[1,2-d:4,5-d']-bis(1,3)dioxol-4-yl)-mono-(8-carboxy-2,2,6,6-tetramethylbenzo[1,2-d:4,5-d']-bis(1,3)dithiol-4-yl) methanol). Reaction SMILES: CN(CCN(C)C)C.C([Li])(C)(C)C.[CH3:14][C:15]1([CH3:63])[O:19][C:18]2[C:20]([C:29]([C:47]3[C:57]4[O:58][C:59]([CH3:62])([CH3:61])[O:60][C:56]=4[CH:55]=[C:49]4[O:50][C:51]([CH3:54])([CH3:53])[O:52][C:48]=34)([C:31]3[C:41]4[S:42][C:43]([CH3:46])([CH3:45])[S:44][C:40]=4[CH:39]=[C:33]4[S:34][C:35]([CH3:38])([CH3:37])[S:36][C:32]=34)[OH:30])=[C:21]3[O:25][C:24]([CH3:27])([CH3:26])[O:23][C:22]3=[CH:28][C:17]=2[O:16]1.[C:64](=[O:66])=[O:65]>C1CCCCC1.CCOCC>[C:64]([C:28]1[C:22]2[O:23][C:24]([CH3:26])([CH3:27])[O:25][C:21]=2[C:20]([C:29]([C:47]2[C:48]3[O:52][C:51]([CH3:54])([CH3:53])[O:50][C:49]=3[C:55]([C:24]([OH:25])=[O:23])=[C:56]3[O:60][C:59]([CH3:62])([CH3:61])[O:58][C:57]=23)([C:31]2[C:32]3[S:36][C:35]([CH3:37])([CH3:38])[S:34][C:33]=3[C:39]([C:15]([OH:19])=[O:16])=[C:40]3[S:44][C:43]([CH3:45])([CH3:46])[S:42][C:41]=23)[OH:30])=[C:18]2[C:17]=1[O:16][C:15]([CH3:63])([CH3:14])[O:19]2)([OH:66])=[O:65]. Procedure: Dry TMEDA (1.21 mL, 8.04 mmol) and t-butyllithium (5.36 mL, 1.5M in pentane) were dissolved in dry cyclohexane (12 mL) at 0° C. Bis-(2,2,6,6-tetramethylbenzo[1,2-d:4,5-d']-bis(1,3)dioxol-4-yl)-mono-(2,2,6,6-tetramethyl benzo[1,2-d:4,5-d']-bis(1,3)dithiol-4-yl)methanol (0.608 g, 0.804 mmol) was then added at ambient temperature as a solid. After 20 min, solid carbon dioxide was added followed by dry ether (50 mL). After stirring for 17 h, the reaction mixture was filtered and the precipitate was ... Starting materials: CC1=C(C(=CC=C1)C)OC1=CC=C(C=N1)NC([C@@H](C)NC(OC(C)(C)C)=O)=O (1,1-dimethylethyl [(1R)-2-({6-[(2,6-dimethylphenyl)oxy]-3-pyridinyl}amino)-1-methyl-2-oxoethyl]carbamate), CC1=C(C(=CC=C1)C)OC1=CC=C(C=N1)NC([C@@H](C)NC(OC(C)(C)C)=O)=O (1,1-dimethylethyl [(1R)-2-({6-[(2,6-dimethylphenyl)oxy]-3-pyridinyl}amino)-1-methyl-2-oxoethyl]carbamate), FC(C(=O)O)(F)F (Trifluoroacetic acid). The solvent is ClCCl (dichloromethane). Reaction conditions: time 20 minute. The product is CC1=C(C(=CC=C1)C)OC1=CC=C(C=N1)NC([C@H](N)C)=O (N1-{6-[(2,6-dimethylphenyl)oxy]-3-pyridinyl}-D-alaninamide). As a reaction SMILES: FC(F)(F)C(O)=O.[CH3:8][C:9]1[CH:14]=[CH:13][CH:12]=[C:11]([CH3:15])[C:10]=1[O:16][C:17]1[N:22]=[CH:21][C:20]([NH:23][C:24](=[O:35])[C@H:25]([NH:27]C(=O)OC(C)(C)C)[CH3:26])=[CH:19][CH:18]=1>ClCCl>[CH3:15][C:11]1[CH:12]=[CH:13][CH:14]=[C:9]([CH3:8])[C:10]=1[O:16][C:17]1[N:22]=[CH:21][C:20]([NH:23][C:24](=[O:35])[C@@H:25]([CH3:26])[NH2:27])=[CH:19][CH:18]=1. Reported procedure: In a 50 mL round-bottomed flask 1,1-dimethylethyl [(1R)-2-({6-[(2,6-dimethylphenyl)oxy]-3-pyridinyl}amino)-1-methyl-2-oxoethyl]carbamate (Intermediate 43, 282 mg) was dissolved in dichloromethane (2 mL) to give a yellow solution. Trifluoroacetic acid (2 mL, 26.0 mmol) was added. The reaction mixture was stirred at room temperature. After 20 min, the solvent was evaporated under vacuum affording a yellow oil that was charged on a 5 g SCX cartridge. It was then flushed with 25 mL of MeOH followed ...